From a dataset of the Open Reaction Database (ORD), a public repository of structured organic reaction records. describe an organic reaction: reactants, conditions, products, and yield Starting materials: C([O-])([O-])=O.[K+].[K+] (potassium carbonate), Cuprous monochloride, BrC1=CC=C2CCN(CC2=C1)C1=NC(=NC(=C1)N1CCN(CC1)C)N (4-(7-bromo-3,4-dihydroisoquinolin-2(1H)-yl)-6-(4-methylpiperazin-1-yl)pyrimidin-2-amine), ClC1=C(C=CC=C1)O (2-chlorophenol), CN1C=NC=C1 (1-methylimidazole). Solvent: O1CCOCC1 (1,4-dioxane). Yields the product ClC1=C(OC2=CC=C3CCN(CC3=C2)C2=NC(=NC(=C2)N2CCN(CC2)C)N)C=CC=C1 (4-[7-(2-Chlorophenoxy)-3,4-dihydroisoquinolin-2(1H)-yl]-6-(4-methylpiperazin-1-yl)pyrimidin-2-amine). RXN SMILES: Br[C:2]1[CH:11]=[C:10]2[C:5]([CH2:6][CH2:7][N:8]([C:12]3[CH:17]=[C:16]([N:18]4[CH2:23][CH2:22][N:21]([CH3:24])[CH2:20][CH2:19]4)[N:15]=[C:14]([NH2:25])[N:13]=3)[CH2:9]2)=[CH:4][CH:3]=1.[Cl:26][C:27]1[CH:32]=[CH:31][CH:30]=[CH:29][C:28]=1[OH:33].CN1C=CN=C1.C(=O)([O-])[O-].[K+].[K+]>O1CCOCC1>[Cl:26][C:27]1[CH:32]=[CH:31][CH:30]=[CH:29][C:28]=1[O:33][C:2]1[CH:11]=[C:10]2[C:5]([CH2:6][CH2:7][N:8]([C:12]3[CH:17]=[C:16]([N:18]4[CH2:23][CH2:22][N:21]([CH3:24])[CH2:20][CH2:19]4)[N:15]=[C:14]([NH2:25])[N:13]=3)[CH2:9]2)=[CH:4][CH:3]=1 |f:3.4.5|. Procedure details: A mixture of 4-(7-bromo-3,4-dihydroisoquinolin-2(1H)-yl)-6-(4-methylpiperazin-1-yl)pyrimidin-2-amine (20.0 mg, 0.0496 mmol), 2-chlorophenol (0.00765 g, 0.0595 mmol, Aldrich, Cat. No. 185779), 1-methylimidazole (2.04 mg, 0.0248 mmol, Aldrich, Cat. No. M50834), Cuprous monochloride (0.245 mg, 0.00248 mmol, Aldrich, Cat. No. 229628), and potassium carbonate (13.7 mg, 0.0992 mmol) in 1,4-dioxane (0.8 mL) was heated at 140° C. overnight. The reaction mixture was cooled to r.t. and concentrated. Then ... The reactants are [Li]CCCC, C1CCOC1, COc1cc(-c2cccc(C(F)(F)F)c2)cc(C)c1I, O=C=O. Yields the product COc1cc(-c2cccc(C(F)(F)F)c2)cc(C)c1C(=O)O. Reaction SMILES: [CH2:21]([Li:22])[CH2:23][CH2:24][CH3:25].[CH2:29]1[O:30][CH2:31][CH2:32][CH2:33]1.[I:1][c:2]1[c:3]([O:19][CH3:20])[cH:4][c:5](-[c:9]2[cH:10][c:11]([C:15]([F:16])([F:17])[F:18])[cH:12][cH:13][cH:14]2)[cH:6][c:7]1[CH3:8].[O:26]=[C:27]=[O:28]>>[c:2]1([C:27](=[O:26])[OH:28])[c:3]([O:19][CH3:20])[cH:4][c:5](-[c:9]2[cH:10][c:11]([C:15]([F:16])([F:17])[F:18])[cH:12][cH:13][cH:14]2)[cH:6][c:7]1[CH3:8]. Reactants: P(OCC)(OCC)OCC (Triethyl phosphite), CC=1C=CC(=C(C=NC=2C(C(=O)OCC)=CC=CC2)C1)[N+](=O)[O-] (ethyl N-(5-methyl-2-nitrobenzylidene)anthranilate). Yields the product CC1=CC2=CN(N=C2C=C1)C1=C(C(=O)OCC)C=CC=C1 (ethyl 2-(5-methyl-2H-indazol-2-yl)benzoate). The yield is 64.3%. As a reaction SMILES: P(OCC)(OCC)OCC.[CH3:11][C:12]1[CH:13]=[CH:14][C:15]([N+:31]([O-])=O)=[C:16]([CH:30]=1)[CH:17]=[N:18][C:19]1[C:20](=[CH:26][CH:27]=[CH:28][CH:29]=1)[C:21]([O:23][CH2:24][CH3:25])=[O:22]>>[CH3:11][C:12]1[CH:13]=[CH:14][C:15]2[C:16](=[CH:17][N:18]([C:19]3[CH:29]=[CH:28][CH:27]=[CH:26][C:20]=3[C:21]([O:23][CH2:24][CH3:25])=[O:22])[N:31]=2)[CH:30]=1. Procedure: Triethyl phosphite (5.8 ml, 34 mmol) was added to ethyl N-(5-methyl-2-nitrobenzylidene)anthranilate (3.10 g, 9.93 mmol) as obtained in Reference Example 2. The mixture was refluxed under heating for 4 hours, and the triethyl phosphite was evaporated under reduced pressure. The residue was purified by flash chromatography on silica gel using a mixed solvent of hexane/ethyl acetate (5:1), whereby 1.79 g of ethyl 2-(5-methyl-2H-indazol-2-yl)benzoate was obtained. Reactants: C(Cl)Cl (DCM), ClC=1C=C(N)C=CC1Cl (3,4-Dichloroaniline), Cl (hydrochloric acid), CC=1C(=NC(=NC1)Cl)Cl (5-methyl-2,4-dichloropyrimidine). The solvent is C(CCC)O (n-butanol). Run at time 20 hour. Product: ClC1=NC=C(C(=N1)NC1=CC(=C(C=C1)Cl)Cl)C (2-Chloro-4-(3,4-dichloroanilino)-5-methylpyrimidine). Isolated yield 29.9%. RXN SMILES: [Cl:1][C:2]1[CH:3]=[C:4]([CH:6]=[CH:7][C:8]=1[Cl:9])[NH2:5].Cl.[CH3:11][C:12]1[C:13](Cl)=[N:14][C:15]([Cl:18])=[N:16][CH:17]=1.C(Cl)Cl>C(O)CCC>[Cl:18][C:15]1[N:16]=[C:17]([NH:5][C:4]2[CH:6]=[CH:7][C:8]([Cl:9])=[C:2]([Cl:1])[CH:3]=2)[C:12]([CH3:11])=[CH:13][N:14]=1. Procedure: 3,4-Dichloroaniline (639 mg, 3.94 mmol) and concentrated hydrochloric acid (ca. 12M, 0.2 ml, ca. 2.4 mmol) were sequentially added to a solution of 5-methyl-2,4-dichloropyrimidine (643 mg, 3.94 mmol) in n-butanol (20 ml). The mixture was stirred at ambient temperature for 20 hours, after which time a gelatinous precipitate had fallen out of solution. DCM was added until a solution was obtained, and silica (2.5 g) was added. Volatile material was removed by evaporation and the residue was loaded ... The reactants are O=C(O)COc1c(C(=O)O)sc(-c2cccc(NC3CCN(S(=O)(=O)Cc4ccccc4Cl)CC3)c2)c1Br, CN(C)C=O, CO, CCOC(C)=O, O=S(=O)(O)O. Product: COC(=O)COc1c(C(=O)O)sc(-c2cccc(NC3CCN(S(=O)(=O)Cc4ccccc4Cl)CC3)c2)c1Br. Reaction SMILES: [Br:1][c:2]1[c:3]([O:34][CH2:35][C:36](=[O:37])[OH:38])[c:4]([C:31](=[O:32])[OH:33])[s:5][c:6]1-[c:7]1[cH:8][c:9]([NH:13][CH:14]2[CH2:15][CH2:16][N:17]([S:20](=[O:21])(=[O:22])[CH2:23][c:24]3[c:25]([Cl:30])[cH:26][cH:27][cH:28][cH:29]3)[CH2:18][CH2:19]2)[cH:10][cH:11][cH:12]1.[CH3:44][N:45]([CH3:46])[CH:47]=[O:48].[CH3:49][OH:50].[CH3:51][CH2:52][O:53][C:54](=[O:55])[CH3:56].[S:39](=[O:40])(=[O:41])([OH:42])[OH:43]>>[Br:1][c:2]1[c:3]([O:34][CH2:35][C:36](=[O:37])[O:38][CH3:44])[c:4]([C:31](=[O:32])[OH:33])[s:5][c:6]1-[c:7]1[cH:8][c:9]([NH:13][CH:14]2[CH2:15][CH2:16][N:17]([S:20](=[O:21])(=[O:22])[CH2:23][c:24]3[c:25]([Cl:30])[cH:26][cH:27][cH:28][cH:29]3)[CH2:18][CH2:19]2)[cH:10][cH:11][cH:12]1. Reactants: tert-Butyl 4-(3-(1-(2,2-difluorobenzo[d][,3]dioxol-5-yl)cyclopropanecarboxamido)isoquinolin-1-yl)benzylcarbamate, BrC1=NC(=CC2=CC=CC=C12)NC(=O)C1(CC1)C1=CC2=C(OC(O2)(F)F)C=C1 (N-(1-bromoisoquinolin-3-yl)-1-(2,2-difluorobenzo[d][1,3]dioxol-5-yl)cyclopropanecarboxamide), C(C)(C)(C)OC(=O)NCC1=CC=C(C=C1)B(O)O (4-((tert-butoxycarbonylamino)methyl)phenylboronic acid). The product is FC1(OC2=C(O1)C=CC(=C2)C2(CC2)C(=O)NC=2N=C(C1=CC=CC=C1C2)C2=CC=C(CNC(OC(C)(C)C)=O)C=C2)F (tert-Butyl 4-(3-(1-(2,2-difluorobenzo[d][1,3]dioxol-5-yl)cyclopropanecarboxamido)isoquinolin-1-yl)benzylcarbamate). As a reaction SMILES: Br[C:2]1[C:11]2[C:6](=[CH:7][CH:8]=[CH:9][CH:10]=2)[CH:5]=[C:4]([NH:12][C:13]([C:15]2([C:18]3[CH:28]=[CH:27][C:21]4[O:22][C:23]([F:26])([F:25])[O:24][C:20]=4[CH:19]=3)[CH2:17][CH2:16]2)=[O:14])[N:3]=1.[C:29]([O:33][C:34]([NH:36][CH2:37][C:38]1[CH:43]=[CH:42][C:41](B(O)O)=[CH:40][CH:39]=1)=[O:35])([CH3:32])([CH3:31])[CH3:30]>>[F:25][C:23]1([F:26])[O:22][C:21]2[CH:27]=[CH:28][C:18]([C:15]3([C:13]([NH:12][C:4]4[N:3]=[C:2]([C:41]5[CH:42]=[CH:43][C:38]([CH2:37][NH:36][C:34](=[O:35])[O:33][C:29]([CH3:30])([CH3:31])[CH3:32])=[CH:39][CH:40]=5)[C:11]5[C:6]([CH:5]=4)=[CH:7][CH:8]=[CH:9][CH:10]=5)=[O:14])[CH2:17][CH2:16]3)=[CH:19][C:20]=2[O:24]1. Reported procedure: tert-Butyl 4-(3-(1-(2,2-difluorobenzo[d][,3]dioxol-5-yl)cyclopropanecarboxamido)isoquinolin-1-yl)benzylcarbamate was made by the procedure shown above starting from N-(1-bromoisoquinolin-3-yl)-1-(2,2-difluorobenzo[d][1,3]dioxol-5-yl)cyclopropanecarboxamide and 4-((tert-butoxycarbonylamino)methyl)phenylboronic acid. ESI-MS m/z calc. 573.2. found 574.3 (M+1)+. Retention time 2.26 minutes. 1H NMR (400 MHz, DMSO-d6) δ 8.94 (s, 1H), 8.40 (s, 1H), 7.97 (d, J=8.2 Hz, 1H), 7.86 (d, J=8.6 Hz, 1H), 7.74-7... The reactants are [OH-].[K+] (potassium hydroxide), Cl (hydrochloric acid), O.NN (hydrazine hydrate), CC1=C(SC=C1)C(C(=O)OC)=O (methyl (3-methylthiophen-2-yl)oxoacetate). Run in C(COCCO)O (diethylene glycol), O (water). Reaction conditions: temperature 35 celsius, time 5 hour. Product: CC1=C(SC=C1)CC(=O)O ((3-methylthiophen-2-yl)acetic acid). Isolated yield 65.5%. As a reaction SMILES: O.NN.[CH3:4][C:5]1[CH:9]=[CH:8][S:7][C:6]=1[C:10](=O)[C:11]([O:13]C)=[O:12].[OH-].[K+].Cl>C(O)COCCO.O>[CH3:4][C:5]1[CH:9]=[CH:8][S:7][C:6]=1[CH2:10][C:11]([OH:13])=[O:12] |f:0.1,3.4|. Procedure details: 112.5 ml (116 g, 2.312 mol) of hydrazine hydrate were added slowly to a solution of 90 g (0.489 mol) of methyl (3-methylthiophen-2-yl)oxoacetate in 260 ml of diethylene glycol, and the mixture was heated at reflux for 30 min. After cooling to 30-40° C., 82 g (1.246 mol) of potassium hydroxide were added a little at a time, which was associated with a temperature increase to 70-80° C. with simultaneous evolution of nitrogen. The mixture was then slowly heated to reflux and stirred at this tempera... The reactants are CS(C)=O, Cc1nnc(NS(=O)(=O)c2ccc(N)cc2)s1, O=C1Nc2ccccc2C1=CO. Product: Cc1nnc(NS(=O)(=O)c2ccc(NC=C3C(=O)Nc4ccccc43)cc2)s1. As a reaction SMILES: [CH3:30][S:31]([CH3:32])=[O:33].[NH2:13][c:14]1[cH:15][cH:16][c:17]([S:20](=[O:21])(=[O:22])[NH:23][c:24]2[s:25][c:26]([CH3:29])[n:27][n:28]2)[cH:18][cH:19]1.[OH:1][CH:2]=[C:3]1[C:4](=[O:12])[NH:5][c:6]2[cH:7][cH:8][cH:9][cH:10][c:11]21>>[CH:2](=[C:3]1[C:4](=[O:12])[NH:5][c:6]2[cH:7][cH:8][cH:9][cH:10][c:11]21)[NH:13][c:14]1[cH:15][cH:16][c:17]([S:20](=[O:21])(=[O:22])[NH:23][c:24]2[s:25][c:26]([CH3:29])[n:27][n:28]2)[cH:18][cH:19]1.